From a dataset of the Open Reaction Database (ORD), a public repository of structured organic reaction records. describe an organic reaction: reactants, conditions, products, and yield Starting materials: CNC1=C(C=CC=C1)N (N-methyl-1,2-phenylenediamine), C(C(=O)C)(=O)O (pyruvic acid), O(C1=CC=CC=C1)CC=1C(NC2=CC=CC=C2N1)=O (phenoxymethylquinoxalinone), CN1C(C(=NC2=CC=CC=C12)COC1=C(C(=O)NC2=CC=CC=C2)C=CC=C1)=O (2-(4-Methyl-3-oxo-3,4-dihydroquinoxalin-2-yl-methoxy)-N-phenylbenzamide). Solvent: C(C)O (ethanol). Reaction conditions: temperature 50 celsius. Yields the product CN1C(C(=NC2=CC=CC=C12)C)=O (1,3-Dimethyl-1H-quinoxalin-2-one), product. Isolated yield 77.2%. Reaction SMILES: O(CC1C(=O)NC2C(N=1)=CC=CC=2)C1C=CC=CC=1.[CH3:20][N:21]1[C:30]2[C:25](=[CH:26][CH:27]=[CH:28][CH:29]=2)[N:24]=[C:23]([CH2:31]OC2C=CC=CC=2C(NC2C=CC=CC=2)=O)[C:22]1=[O:48].CNC1C=CC=CC=1N.C(O)(=O)C(C)=O>C(O)C>[CH3:20][N:21]1[C:30]2[C:25](=[CH:26][CH:27]=[CH:28][CH:29]=2)[N:24]=[C:23]([CH3:31])[C:22]1=[O:48]. Procedure: A particularly preferred embodiment of the phenoxymethylquinoxalinone compounds of the present invention, 2-(4-Methyl-3-oxo-3,4-dihydroquinoxalin-2-yl-methoxy)-N-phenylbenzamide, was synthesized as follows. The compound 1,3-Dimethyl-1H-quinoxalin-2-one (Compound A) was prepared by dissolving N-methyl-1,2-phenylenediamine (6.68 g, 54.7 mmol) and pyruvic acid (3.8 mL, 54.7 mmol) in ethanol (230 mL) and warming the mixture to 50° C. The color changed dramatically from a dark, cloudy brown to clear ... Reactants: [H-].[Na+] (sodium hydride), N1CCOCC1 (morpholine), C(CCCCCCCCCCC)(=O)Cl (dodecanoyl chloride), O (Water). Run in O1CCCC1 (tetrahydrofuran), O1CCCC1 (THF). Product: O=CCCCCCCCCCCCN1CCOCC1 (N-(oxododecyl)morpholine). Reaction SMILES: [H-].[Na+].[NH:3]1[CH2:8][CH2:7][O:6][CH2:5][CH2:4]1.[C:9](Cl)(=[O:21])[CH2:10][CH2:11][CH2:12][CH2:13][CH2:14][CH2:15][CH2:16][CH2:17][CH2:18][CH2:19][CH3:20].O>O1CCCC1>[O:21]=[CH:9][CH2:10][CH2:11][CH2:12][CH2:13][CH2:14][CH2:15][CH2:16][CH2:17][CH2:18][CH2:19][CH2:20][N:3]1[CH2:8][CH2:7][O:6][CH2:5][CH2:4]1 |f:0.1|. Procedure details: A suspension of 2.30g (57.0 mmol) of sodium hydride (60% oil dispersion) in dry tetrahydrofuran (THF) and 5.0 g (57.0 mmol) of morpholine was refluxed under nitrogen for 30 minutes. After cooling, 12.56 g (57.0 mmol) of dodecanoyl chloride in THF was added dropwise, and the mixture was refluxed 30 minutes. Water was added, and the mixture was extracted with ethyl acetate (EtOAc). The combined organic phase was dried with MgSO4, concentrated in vacuo, and purified by flash chromatography (8:1 hex... Reactants: C1CNCCN1, CC#N, FC(F)(F)Sc1cnc2cnc(Cl)cn12. Product: FC(F)(F)Sc1cnc2cnc(N3CCNCC3)cn12. Reaction SMILES: [CH2:16]1[CH2:17][NH:18][CH2:19][CH2:20][NH:21]1.[CH3:22][C:23]#[N:24].[Cl:1][c:2]1[n:3][cH:4][c:5]2[n:6]([cH:7]1)[c:8]([S:11][C:12]([F:13])([F:14])[F:15])[cH:9][n:10]2>>[c:2]1([N:18]2[CH2:17][CH2:16][NH:21][CH2:20][CH2:19]2)[n:3][cH:4][c:5]2[n:6]([cH:7]1)[c:8]([S:11][C:12]([F:13])([F:14])[F:15])[cH:9][n:10]2. Starting materials: C1CCC2=NCCCN2CC1, CC#N, CC(C)I, CCCCCCCCCCC1C(O)CC(O)C1CC=CCCCCCC(=O)O. The product is CCCCCCCCCCC1C(O)CC(O)C1CC=CCCCCCC(=O)OC(C)C. Reaction SMILES: [CH2:33]1[CH2:34][CH2:35][C:36]2=[N:41][CH2:40][CH2:39][CH2:38][N:37]2[CH2:42][CH2:43]1.[CH3:44][C:45]#[N:46].[CH:29]([CH3:30])([CH3:31])[I:32].[OH:1][CH:2]1[CH:3]([CH2:19][CH2:20][CH2:21][CH2:22][CH2:23][CH2:24][CH2:25][CH2:26][CH2:27][CH3:28])[CH:4]([CH2:8][CH:9]=[CH:10][CH2:11][CH2:12][CH2:13][CH2:14][CH2:15][C:16](=[O:17])[OH:18])[CH:5]([OH:7])[CH2:6]1>>[OH:1][CH:2]1[CH:3]([CH2:19][CH2:20][CH2:21][CH2:22][CH2:23][CH2:24][CH2:25][CH2:26][CH2:27][CH3:28])[CH:4]([CH2:8][CH:9]=[CH:10][CH2:11][CH2:12][CH2:13][CH2:14][CH2:15][C:16](=[O:17])[O:18][CH:29]([CH3:30])[CH3:31])[CH:5]([OH:7])[CH2:6]1.